This data is from the Open Reaction Database (ORD), a public repository of structured organic reaction records. The task is: describe an organic reaction: reactants, conditions, products, and yield Starting materials: C(C)(=O)OCC1=NC(=C2NC(N(C2=N1)C1=C(C=C(C(=C1)OCC1=C(C=CC=C1OC)F)OCC(=O)OCC)Cl)=O)OC (2-acetyloxymethyl-9-[2-chloro-4-ethoxycarbonylmethoxy-5-(2-fluoro-6-methoxybenzyloxy)phenyl]-6-methoxy-7,9-dihydro-8H-purin-8-one), [H-].C(C(C)C)[Al+]CC(C)C (diisobutylaluminium hydride), Cl (hydrochloric acid). Solvent: O1CCCC1 (tetrahydrofuran). Conditions: time 2 hour. The product is ClC1=C(C=C(C(=C1)OCCO)OCC1=C(C=CC=C1OC)F)N1C2=NC(=NC(=C2NC1=O)OC)CO (9-[2-Chloro-5-(2-fluoro-6-methoxybenzyloxy)-4-(2-hydroxyethoxy)phenyl]-2-hydroxymethyl-6-methoxy-7,9-dihydro-8H-purin-8-one). The yield is 34.8%. As a reaction SMILES: C([O:4][CH2:5][C:6]1[N:14]=[C:13]2[C:9]([NH:10][C:11](=[O:40])[N:12]2[C:15]2[CH:20]=[C:19]([O:21][CH2:22][C:23]3[C:28]([O:29][CH3:30])=[CH:27][CH:26]=[CH:25][C:24]=3[F:31])[C:18]([O:32][CH2:33][C:34](OCC)=[O:35])=[CH:17][C:16]=2[Cl:39])=[C:8]([O:41][CH3:42])[N:7]=1)(=O)C.[H-].C([Al+]CC(C)C)C(C)C.Cl>O1CCCC1>[Cl:39][C:16]1[CH:17]=[C:18]([O:32][CH2:33][CH2:34][OH:35])[C:19]([O:21][CH2:22][C:23]2[C:28]([O:29][CH3:30])=[CH:27][CH:26]=[CH:25][C:24]=2[F:31])=[CH:20][C:15]=1[N:12]1[C:11](=[O:40])[NH:10][C:9]2[C:13]1=[N:14][C:6]([CH2:5][OH:4])=[N:7][C:8]=2[O:41][CH3:42] |f:1.2|. Reported procedure: To a solution of 2-acetyloxymethyl-9-[2-chloro-4-ethoxycarbonylmethoxy-5-(2-fluoro-6-methoxybenzyloxy)phenyl]-6-methoxy-7,9-dihydro-8H-purin-8-one (0.1 g) in tetrahydrofuran (3.3 mL) was added diisobutylaluminium hydride (0.99 mol/L toluene solution, 1 mL) under ice-cooling, and the mixture was stirred at the same temperature for 2 hours, and then stirred at room temperature for 1 hour. To the reaction mixture was added 1 mol/L hydrochloric acid, and the resulting mixture was extracted with ethy...